This data is from the Open Reaction Database (ORD), a public repository of structured organic reaction records. The task is: describe an organic reaction: reactants, conditions, products, and yield Procedure: Following the procedure of Example 2 and replacing 2-aminobenzimidazole with 2-amino-5-(2-bromophenyl)benzimidazole and replacing 2-bromo-4-chlorophenyl chloromethyl ether with 2-trifluoromethylphenyl chloromethyl ether, the title compound is obtained. The reactants are NC=1NC2=C(N1)C=CC(=C2)C2=C(C=CC=C2)Br (2-amino-5-(2-bromophenyl)benzimidazole), ClCOC1=C(C=CC=C1)C(F)(F)F (2-trifluoromethylphenyl chloromethyl ether). Yields the product [Cl-].NC1=[N+](C2=C(N1COC1=C(C=CC=C1)C(F)(F)F)C=CC(=C2)C2=C(C=CC=C2)Br)COC2=C(C=CC=C2)C(F)(F)F (2-Amino-5-(2-bromophenyl)-1,3-bis[(2-trifluoromethylphenoxy)methyl]-1H-benzimidazol-3-ium chloride). Reaction SMILES: [NH2:1][C:2]1[NH:3][C:4]2[CH:10]=[C:9]([C:11]3[CH:16]=[CH:15][CH:14]=[CH:13][C:12]=3[Br:17])[CH:8]=[CH:7][C:5]=2[N:6]=1.[Cl:18][CH2:19][O:20][C:21]1[CH:26]=[CH:25][CH:24]=[CH:23][C:22]=1[C:27]([F:30])([F:29])[F:28]>>[Cl-:18].[NH2:1][C:2]1[N:6]([CH2:19][O:20][C:21]2[CH:26]=[CH:25][CH:24]=[CH:23][C:22]=2[C:27]([F:30])([F:29])[F:28])[C:5]2[CH:7]=[CH:8][C:9]([C:11]3[CH:16]=[CH:15][CH:14]=[CH:13][C:12]=3[Br:17])=[CH:10][C:4]=2[N+:3]=1[CH2:19][O:20][C:21]1[CH:26]=[CH:25][CH:24]=[CH:23][C:22]=1[C:27]([F:28])([F:29])[F:30] |f:2.3|. Starting materials: CC(C)(C)[O-], CI, CNc1nc(=O)c2cccnc2n1Cc1ccc(F)cc1, [K+], C1CCOC1. Yields the product CN(C)c1nc(=O)c2cccnc2n1Cc1ccc(F)cc1. RXN SMILES: [CH3:22][C:23]([CH3:24])([O-:25])[CH3:26].[CH3:28][I:29].[F:1][c:2]1[cH:3][cH:4][c:5]([CH2:6][n:7]2[c:8]([NH:18][CH3:19])[n:9][c:10](=[O:17])[c:11]3[c:12]2[n:13][cH:14][cH:15][cH:16]3)[cH:20][cH:21]1.[K+:27].[O:30]1[CH2:31][CH2:32][CH2:33][CH2:34]1>>[F:1][c:2]1[cH:3][cH:4][c:5]([CH2:6][n:7]2[c:8]([N:18]([CH3:19])[CH3:22])[n:9][c:10](=[O:17])[c:11]3[c:12]2[n:13][cH:14][cH:15][cH:16]3)[cH:20][cH:21]1. Starting materials: CN1CCNCC1, Cc1ccccc1, COC(=O)c1ccc2c(c1)N=C(Cl)c1ccccc1O2. Product: COC(=O)c1ccc2c(c1)N=C(N1CCN(C)CC1)c1ccccc1O2. RXN SMILES: [CH3:21][N:22]1[CH2:23][CH2:24][NH:25][CH2:26][CH2:27]1.[CH3:28][c:29]1[cH:30][cH:31][cH:32][cH:33][cH:34]1.[Cl:1][C:2]1=[N:3][c:4]2[c:5]([cH:13][cH:14][c:15]([C:17](=[O:18])[O:19][CH3:20])[cH:16]2)[O:6][c:7]2[c:8]1[cH:9][cH:10][cH:11][cH:12]2>>[C:2]1([N:25]2[CH2:24][CH2:23][N:22]([CH3:21])[CH2:27][CH2:26]2)=[N:3][c:4]2[c:5]([cH:13][cH:14][c:15]([C:17](=[O:18])[O:19][CH3:20])[cH:16]2)[O:6][c:7]2[c:8]1[cH:9][cH:10][cH:11][cH:12]2. Starting materials: CC1C(N=C(S1)N[C@@H](C)C1=C(C=CC=C1)F)=O (5-methyl-2-((S)-1-(2-fluorophenyl)ethylamino)thiazol-4(5H)-one), BrC1=CC=C(C#N)C=C1 (4-bromobenzonitrile), CC1(C(N=C(S1)N[C@@H](C)C1=C(C=CC=C1)C(F)(F)F)=O)C1=CC=C(C#N)C=C1 (4-(5-methyl-4-oxo-2-((S)-1-(2-(trifluoromethyl)phenyl)ethylamino)-4,5-dihydrothiazol-5-yl)benzonitrile). The product is FC1=C(C=CC=C1)[C@H](C)NC=1SC(C(N1)=O)(C)C1=CC=C(C#N)C=C1 (4-(2-((S)-1-(2-fluorophenyl)ethylamino)-5-methyl-4-oxo-4,5-dihydrothiazol-5-yl)benzonitrile). As a reaction SMILES: [CH3:1][CH:2]1[S:6][C:5]([NH:7][C@H:8]([C:10]2[CH:15]=[CH:14][CH:13]=[CH:12][C:11]=2[F:16])[CH3:9])=[N:4][C:3]1=[O:17].Br[C:19]1[CH:26]=[CH:25][C:22]([C:23]#[N:24])=[CH:21][CH:20]=1.CC1(C2C=CC(C#N)=CC=2)SC(N[C@H](C2C=CC=CC=2C(F)(F)F)C)=NC1=O>>[F:16][C:11]1[CH:12]=[CH:13][CH:14]=[CH:15][C:10]=1[C@@H:8]([NH:7][C:5]1[S:6][C:2]([C:19]2[CH:26]=[CH:25][C:22]([C:23]#[N:24])=[CH:21][CH:20]=2)([CH3:1])[C:3](=[O:17])[N:4]=1)[CH3:9]. Procedure: The title compound was prepared from the reaction of 5-methyl-2-((S)-1-(2-fluorophenyl)ethylamino)thiazol-4(5H)-one with 4-bromobenzonitrile using the procedure described for 2a. MS (ESI, pos. ion) m/z: 354 (M+1). The solvent is O1CCCC1 (tetrahydrofuran). The reactants are ( 1R )-, C(C1=CC=CC=C1)O[C@@H](C(O)C(SC)SC)[C@@H](OCC1=CC=CC=C1)[C@H](OCC1=CC=CC=C1)[C@H](O)COCC1=CC=CC=C1 (2,3,4,6-tetra-O-benzyl-1-C-[bis(methylthio)methyl]-D-glucitol), C(C1=CC=CC=C1)O[C@H]1C(O)(O[C@@H]([C@H]([C@@H]1OCC1=CC=CC=C1)OCC1=CC=CC=C1)COCC1=CC=CC=C1)C(Br)Br (2,3,4,6-tetra-O-benzyl-1-C-(dibromomethyl)-D-glucopyranose), [BH4-].[Na+] (sodium borohydride), ice water. The product is C(C1=CC=CC=C1)O[C@@H](C(O)C(Br)Br)[C@@H](OCC1=CC=CC=C1)[C@H](OCC1=CC=CC=C1)[C@H](O)COCC1=CC=CC=C1 (2,3,4,6-Tetra-O-benzyl-1-C-(dibromomethyl)-D-glucitol). Conditions: time 1 hour. Procedure: To a solution of 2,3,4,6-tetra-O-benzyl-1-C-(dibromomethyl)-D-glucopyranose (3.15 g) in tetrahydrofuran (32 mL) was added sodium borohydride (1.6 g) under cooling with ice-water and the mixture was stirred at the same temperature for 1 hour and then at room temperature overnight. The mixture was evaporated under reduced pressure, and the residue was partitioned between ethyl acetate (150 mL) and water (50 mL). The organic layer was washed with 2N hydrochloric acid and saturated sodium hydrogenca... Reaction SMILES: [CH2:1]([O:8][C@@H:9]1[C@@H:15]([O:16][CH2:17][C:18]2[CH:23]=[CH:22][CH:21]=[CH:20][CH:19]=2)[C@H:14]([O:24][CH2:25][C:26]2[CH:31]=[CH:30][CH:29]=[CH:28][CH:27]=2)[C@@H:13]([CH2:32][O:33][CH2:34][C:35]2[CH:40]=[CH:39][CH:38]=[CH:37][CH:36]=2)[O:12][C:10]1([CH:41]([Br:43])[Br:42])[OH:11])[C:2]1[CH:7]=[CH:6][CH:5]=[CH:4][CH:3]=1.[BH4-].[Na+].C(O[C@H]([C@H]([C@@H]([C@@H](COCC1C=CC=CC=1)O)OCC1C=CC=CC=1)OCC1C=CC=CC=1)C(C(SC)SC)O)C1C=CC=CC=1>O1CCCC1>[CH2:1]([O:8][C@H:9]([C@H:15]([C@@H:14]([C@@H:13]([CH2:32][O:33][CH2:34][C:35]1[CH:36]=[CH:37][CH:38]=[CH:39][CH:40]=1)[OH:12])[O:24][CH2:25][C:26]1[CH:27]=[CH:28][CH:29]=[CH:30][CH:31]=1)[O:16][CH2:17][C:18]1[CH:23]=[CH:22][CH:21]=[CH:20][CH:19]=1)[CH:10]([CH:41]([Br:43])[Br:42])[OH:11])[C:2]1[CH:7]=[CH:6][CH:5]=[CH:4][CH:3]=1 |f:1.2|. The reactants are CC(C)(C)OC(=O)N1CCC(CCN)CC1, CCOC(=O)c1noc(-c2ccc(C#N)cc2)n1, CCOC(C)=O, CN(C)C=O. Yields the product CC(C)(C)OC(=O)N1CCC(CCNC(=O)c2noc(-c3ccc(C#N)cc3)n2)CC1. RXN SMILES: [C:19]([CH3:20])([CH3:21])([CH3:22])[O:23][C:24](=[O:25])[N:26]1[CH2:27][CH2:28][CH:29]([CH2:32][CH2:33][NH2:34])[CH2:30][CH2:31]1.[CH2:1]([O:2][C:4](=[O:5])[c:6]1[n:7][o:8][c:9](-[c:11]2[cH:12][cH:13][c:14]([C:17]#[N:18])[cH:15][cH:16]2)[n:10]1)[CH3:3].[CH3:35][CH2:36][O:37][C:38](=[O:39])[CH3:40].[CH3:41][N:42]([CH3:43])[CH:44]=[O:45]>>[C:4](=[O:5])([c:6]1[n:7][o:8][c:9](-[c:11]2[cH:12][cH:13][c:14]([C:17]#[N:18])[cH:15][cH:16]2)[n:10]1)[NH:34][CH2:33][CH2:32][CH:29]1[CH2:28][CH2:27][N:26]([C:24]([O:23][C:19]([CH3:20])([CH3:21])[CH3:22])=[O:25])[CH2:31][CH2:30]1. Procedure details: Preparation analogous to Example 2 from 10-bromomethyl-1-chloro-dibenz[b,f]oxepine with pyrrolidine. Yield: 51%, yellow foam; melting point: not determined, (yellow foam); 1H-NMR (CDCl3, 200 MHz): 1.78 (m, 4H); 2.65 (m, 4H); 3.65 (s, 2H); 7.10-7.45 (m, 7H) 7.68 (d, 1H). The product is Cl.ClC1=CC=CC=2OC3=C(C(=CC21)CN2CCCC2)C=CC=C3 (1-(1-Chloro-dibenz[b,f]oxepin-10-ylmethyl)-pyrrolidine hydrochloride). Reactants: BrCC1=CC2=C(OC3=C1C=CC=C3)C=CC=C2Cl (10-bromomethyl-1-chloro-dibenz[b,f]oxepine), N1CCCC1 (pyrrolidine). As a reaction SMILES: Br[CH2:2][C:3]1[C:9]2[CH:10]=[CH:11][CH:12]=[CH:13][C:8]=2[O:7][C:6]2[CH:14]=[CH:15][CH:16]=[C:17]([Cl:18])[C:5]=2[CH:4]=1.[NH:19]1[CH2:23][CH2:22][CH2:21][CH2:20]1>>[ClH:18].[Cl:18][C:17]1[C:5]2[CH:4]=[C:3]([CH2:2][N:19]3[CH2:23][CH2:22][CH2:21][CH2:20]3)[C:9]3[CH:10]=[CH:11][CH:12]=[CH:13][C:8]=3[O:7][C:6]=2[CH:14]=[CH:15][CH:16]=1 |f:2.3|. The yield is 51.0%.